From a dataset of the Open Reaction Database (ORD), a public repository of structured organic reaction records. describe an organic reaction: reactants, conditions, products, and yield Starting materials: CC(C)O, O=C1Cc2c(I)cccc2N1, O=Cc1ccc[nH]1. Product: O=C1Nc2cccc(I)c2C1=Cc1ccc[nH]1. RXN SMILES: [CH3:19][CH:20]([OH:21])[CH3:22].[I:1][c:2]1[c:3]2[c:7]([cH:8][cH:9][cH:10]1)[NH:6][C:5](=[O:11])[CH2:4]2.[nH:12]1[c:13]([CH:17]=[O:18])[cH:14][cH:15][cH:16]1>>[I:1][c:2]1[c:3]2[c:7]([cH:8][cH:9][cH:10]1)[NH:6][C:5](=[O:11])[C:4]2=[CH:17][c:13]1[nH:12][cH:16][cH:15][cH:14]1. The reactants are C(C)(C)(C)[Si](C)(C)OC1=C(C=CC(=C1)C(F)(F)F)C1CC1 (tert-Butyl-(2-cyclopropyl-5-trifluoromethyl-phenoxy)-dimethyl-silane), C1(CC1)B(O)O (cyclopropyl boronic acid). The product is C1(CC1)C1=C(C=C(C=C1)C(F)(F)F)O (2-cyclopropyl-5-trifluoromethyl-phenol). Yield: 53.4%. RXN SMILES: C([Si]([O:8][C:9]1[CH:14]=[C:13]([C:15]([F:18])([F:17])[F:16])[CH:12]=[CH:11][C:10]=1[CH:19]1[CH2:21][CH2:20]1)(C)C)(C)(C)C.C1(B(O)O)CC1>>[CH:19]1([C:10]2[CH:11]=[CH:12][C:13]([C:15]([F:17])([F:18])[F:16])=[CH:14][C:9]=2[OH:8])[CH2:20][CH2:21]1. Procedure details: tert-Butyl-(2-cyclopropyl-5-trifluoromethyl-phenoxy)-dimethyl-silane (268 mg, 0.862 mmol) was reacted with cyclopropyl boronic acid (96 mg, 1.12 mmol) as described above to give 2-cyclopropyl-5-trifluoromethyl-phenol (93 mg, 53%) after purification by column chromatography (gradient 12% to 100% EtOAc in n-hexane). Starting materials: C(C)(=O)OC(C)=O (Acetic anhydride), ClC=1C=C(N)C=CC1C (3-chloro-4-methylaniline), N1=CC=CC=C1 (pyridine). The solvent is C(C)(=O)OCC (ethyl acetate). Conditions: time 20 minute. The product is C(C)(=O)NC1=CC(=C(C=C1)C)Cl (4-Acetamido-2-chlorotoluene). Yield: 65.3%. As a reaction SMILES: C(O[C:5](=[O:7])[CH3:6])(=O)C.[Cl:8][C:9]1[CH:10]=[C:11]([CH:13]=[CH:14][C:15]=1[CH3:16])[NH2:12].N1C=CC=CC=1>C(OCC)(=O)C>[C:5]([NH:12][C:11]1[CH:13]=[CH:14][C:15]([CH3:16])=[C:9]([Cl:8])[CH:10]=1)(=[O:7])[CH3:6]. Reported procedure: Acetic anhydride (78 ml, 0.825 mol) was added in portions (using a dropping funnel) during a 45 min period to a stirred, cooled in an ice-bath solution of 3-chloro-4-methylaniline (106.2 g, 0.75 mol) in ethyl acetate (550 ml, dried over MgSO4 prior to use) and anhydrous pyridine (66.6 ml, 0.825 mol) under argon. During the reaction the temperature of the reaction mixture varied between 10-20° C. Stirring was continued for 20 min; then the ice-water bath was removed and the reaction mixture was s... Reactants: Oc1cccc(Br)c1, CC(=O)OC(C)=O, [Na+], O=C([O-])O, O, O=S(=O)(O)O. Product: CC(=O)Oc1cccc(Br)c1. Reaction SMILES: [Br:1][c:2]1[cH:3][c:4]([OH:8])[cH:5][cH:6][cH:7]1.[CH3:19][C:20](=[O:21])[O:22][C:23](=[O:24])[CH3:25].[Na+:18].[O-:14][C:15]([OH:16])=[O:17].[OH2:26].[S:9](=[O:10])(=[O:11])([OH:12])[OH:13]>>[Br:1][c:2]1[cH:3][c:4]([O:8][C:20]([CH3:19])=[O:21])[cH:5][cH:6][cH:7]1. Starting materials: FC=1C=C(C=CC1)C1=C(C(=NC(=N1)N)N)C=1C=NC(=CC1)OC (6-(3-fluorophenyl)-5-(6-methoxy-3-pyridyl)-2,4-pyrimidinediamine), Br (hydrobromic acid), [OH-].[Na+] (sodium hydroxide). Run in C(C)(=O)O (acetic acid). Product: NC1=NC(=C(C(=N1)N)C=1C=CC(NC1)=O)C1=CC(=CC=C1)F (5-[2,4-Diamino-6-(3-fluorophenyl)-5-pyrimidinyl]-1,2-dihydro-2-pyridinone). Isolated yield 70.2%. Reaction SMILES: [F:1][C:2]1[CH:3]=[C:4]([C:8]2[N:13]=[C:12]([NH2:14])[N:11]=[C:10]([NH2:15])[C:9]=2[C:16]2[CH:17]=[N:18][C:19]([O:22]C)=[CH:20][CH:21]=2)[CH:5]=[CH:6][CH:7]=1.Br.[OH-].[Na+]>C(O)(=O)C>[NH2:14][C:12]1[N:11]=[C:10]([NH2:15])[C:9]([C:16]2[CH:21]=[CH:20][C:19](=[O:22])[NH:18][CH:17]=2)=[C:8]([C:4]2[CH:5]=[CH:6][CH:7]=[C:2]([F:1])[CH:3]=2)[N:13]=1 |f:2.3|. Procedure: A solution of 6-(3-fluorophenyl)-5-(6-methoxy-3-pyridyl)-2,4-pyrimidinediamine (5.00 g, 16.1 mmol) in acetic acid (30 ml)/concentrated hydrobromic acid (50 ml) was stirred at 100° C. for 1.5 hours. After cooling as it was, the reaction mixture was adjusted to pH 12 to 13 with 5N sodium hydroxide and washed with ethylacetate. The aqueous layer was neutralized with 5N hydrochloric acid. The resulting solid was collected by filtration, to give the title compound (3.36 g, 70%) as a colorless solid. The reactants are CN1C(=C(C2=CC=CC=C12)CC(C)C)C(=O)N[C@@H](C(C)C)C(=O)NC(CC(=O)OC(C)(C)C)C(COC1=C(C=CC=C1)F)=O (N-[(1-methyl-3-isobutyl-indole-2-carbonyl)valinyl]-3-amino-4-oxo-5-(2-fluorophenyloxy)-pentanoic acid, tert-butyl ester), C(=O)(C(F)(F)F)O (TFA). Yields the product CN1C(=C(C2=CC=CC=C12)CC(C)C)C(=O)N[C@@H](C(C)C)C(=O)NC(CC(=O)O)C(COC1=C(C=CC=C1)F)=O (N-[(1-methyl-3-isobutyl-indole-2-carbonyl)valinyl]-3-amino-4-oxo-5-(2-fluorophenyloxy)-pentanoic acid). The yield is 36.4%. RXN SMILES: [CH3:1][N:2]1[C:10]2[C:5](=[CH:6][CH:7]=[CH:8][CH:9]=2)[C:4]([CH2:11][CH:12]([CH3:14])[CH3:13])=[C:3]1[C:15]([NH:17][C@H:18]([C:22]([NH:24][CH:25]([C:34](=[O:44])[CH2:35][O:36][C:37]1[CH:42]=[CH:41][CH:40]=[CH:39][C:38]=1[F:43])[CH2:26][C:27]([O:29]C(C)(C)C)=[O:28])=[O:23])[CH:19]([CH3:21])[CH3:20])=[O:16].C(O)(C(F)(F)F)=O>>[CH3:1][N:2]1[C:10]2[C:5](=[CH:6][CH:7]=[CH:8][CH:9]=2)[C:4]([CH2:11][CH:12]([CH3:14])[CH3:13])=[C:3]1[C:15]([NH:17][C@H:18]([C:22]([NH:24][CH:25]([C:34](=[O:44])[CH2:35][O:36][C:37]1[CH:42]=[CH:41][CH:40]=[CH:39][C:38]=1[F:43])[CH2:26][C:27]([OH:29])=[O:28])=[O:23])[CH:19]([CH3:20])[CH3:21])=[O:16]. Procedure details: Treatment of N-[(1-methyl-3-isobutyl-indole-2-carbonyl)valinyl]-3-amino-4-oxo-5-(2-fluorophenyloxy)-pentanoic acid, tert-butyl ester (76 mg, 0.124 mmol) with TFA as described in Example 80 gave the titled product (25.0 mg, 36%) as a white powder. MS C30H36FN3O6, [M+Na]+ =554, [M−H]− =552. TLC (hexane/EtOAc, 50/50): Rf=0.21.